From a dataset of the Open Reaction Database (ORD), a public repository of structured organic reaction records. describe an organic reaction: reactants, conditions, products, and yield Reactants: C(C)(C)(C)OC(N(CC1=CC=C(C=C1)F)C=1N=C(C=C2C1N(C(=C2C)C)CC2=CC=CC=C2)Cl)=O ((1-benzyl-5-chloro-2,3-dimethyl-1H-pyrrolo[2,3-c]pyridin-7-yl)-(4-fluorobenzyl)-carbamic acid tert-butyl ester), Cl (hydrochloric acid). Solvent: C(C)(=O)OCC (ethyl acetate). Product: Cl.C(C1=CC=CC=C1)N1C(=C(C=2C1=C(N=C(C2)Cl)NCC2=CC=C(C=C2)F)C)C (N-(1-benzyl-5-chloro-2,3-dimethyl-1H-pyrrolo[2,3-c]pyridin-7-yl)-4-fluorobenzylamine hydrochloride). As a reaction SMILES: C(OC(=O)[N:7]([C:16]1[N:17]=[C:18]([Cl:34])[CH:19]=[C:20]2[C:24]([CH3:25])=[C:23]([CH3:26])[N:22]([CH2:27][C:28]3[CH:33]=[CH:32][CH:31]=[CH:30][CH:29]=3)[C:21]=12)[CH2:8][C:9]1[CH:14]=[CH:13][C:12]([F:15])=[CH:11][CH:10]=1)(C)(C)C.Cl>C(OCC)(=O)C>[ClH:34].[CH2:27]([N:22]1[C:21]2=[C:16]([NH:7][CH2:8][C:9]3[CH:10]=[CH:11][C:12]([F:15])=[CH:13][CH:14]=3)[N:17]=[C:18]([Cl:34])[CH:19]=[C:20]2[C:24]([CH3:25])=[C:23]1[CH3:26])[C:28]1[CH:29]=[CH:30][CH:31]=[CH:32][CH:33]=1 |f:3.4|. Procedure: A solution of (1-benzyl-5-chloro-2,3-dimethyl-1H-pyrrolo[2,3-c]pyridin-7-yl)-(4-fluorobenzyl)-carbamic acid tert-butyl ester prepared in Step 3 in ethyl acetate was saturated with hydrochloric acid gas and then filtered. The resulting solid was dried under reduced pressure to give 23.5 mg of the titled compound as a white solid. The solvent is C(C)O (ethanol). The product is Cl.NC=1C2=C(NC3=C(N1)C=CC=C3)SC(=C2)C (4-Amino-2-methyl-10H-thieno[2,3-b][1,5]benzodiazepine, hydrochloride). Reactants: stannous chloride, [N+](=O)([O-])C1=C(NC=2SC(=CC2C#N)C)C=CC=C1 (2-(2-nitroanilino)-5-methyl-thiophene-3-carbonitrile), Cl (hydrochloric acid). RXN SMILES: [N+:1]([C:4]1[CH:18]=[CH:17][CH:16]=[CH:15][C:5]=1[NH:6][C:7]1[S:8][C:9]([CH3:14])=[CH:10][C:11]=1[C:12]#[N:13])([O-])=O.[ClH:19]>C(O)C>[ClH:19].[NH2:13][C:12]1[C:11]2[CH:10]=[C:9]([CH3:14])[S:8][C:7]=2[NH:6][C:5]2[CH:15]=[CH:16][CH:17]=[CH:18][C:4]=2[N:1]=1 |f:3.4|. Procedure: To a stirred slurry of 2-(2-nitroanilino)-5-methyl-thiophene-3-carbonitrile (3 g, 0.011 mol) in ethanol (35 mL) at 50° C. was added, over 10 minutes, a solution of anhydrous stannous chloride (6.95 g, 0.037 mol) in hydrochloric acid (26 mL, 5M). The mixture was stirred under reflux for 1 hour, concentrated under reduced pressure and allowed to crystallize over night at 5° C. The salt was filtered, washed with a small amount of water, dried (4.3 g) m.p. >250° C., and used without further purifica...